This data is from the Open Reaction Database (ORD), a public repository of structured organic reaction records. The task is: describe an organic reaction: reactants, conditions, products, and yield Reactants: OC1=CC=C(C=CC(=O)O)C=C1 (4-hydroxy-cinnamic acid), CCC(CC)N (3-pentylamine). Product: C(C)C(CC)NC(C=CC1=CC=C(C=C1)O)=O (N-(1-Ethyl-propyl)-3-(4-hydroxy-phenyl)-acrylamide). RXN SMILES: [OH:1][C:2]1[CH:12]=[CH:11][C:5]([CH:6]=[CH:7][C:8]([OH:10])=O)=[CH:4][CH:3]=1.[CH3:13][CH2:14][CH:15]([NH2:18])[CH2:16][CH3:17]>>[CH2:14]([CH:15]([NH:18][C:8](=[O:10])[CH:7]=[CH:6][C:5]1[CH:4]=[CH:3][C:2]([OH:1])=[CH:12][CH:11]=1)[CH2:16][CH3:17])[CH3:13]. Reported procedure: N-(1-Ethyl-propyl)-3-(4-hydroxy-phenyl)-acrylamide was prepared in a similar manner as described in example 4 from 4-hydroxy-cinnamic acid and 3-pentylamine. MS (M+H, 234.10). Starting materials: C(C)(=O)OCC (Ethyl acetate), C1(=CC=CC=C1)P(C1=CC=CC=C1)C1=CC=CC=C1 (triphenylphosphine), O (water), N(=[N+]=[N-])CCCCNC1=C(C=C(C2=C1C(C=C(O2)C2=CC(=C(C=C2)NC(C(C)(C)C)=O)F)=O)F)F (5-(4-azidobutylamino)-6, 8-difluoro-2-(3-fluoro-4-pivaloylaminophenyl)-4H-1-benzopyran-4-one). The solvent is O1CCCC1 (tetrahydrofuran). Conditions: time 22 hour. The product is NCCCCNC1=C(C=C(C2=C1C(C=C(O2)C2=CC(=C(C=C2)NC(C(C)(C)C)=O)F)=O)F)F (5-(4-aminobutylamino)-6,8-difluoro-2-(3-fluoro-4-pivaloylaminophenyl)-4H-1-benzopyran-4-one). Yield: 82.6%. Reaction SMILES: [N:1]([CH2:4][CH2:5][CH2:6][CH2:7][NH:8][C:9]1[C:14]2[C:15](=[O:33])[CH:16]=[C:17]([C:19]3[CH:24]=[CH:23][C:22]([NH:25][C:26](=[O:31])[C:27]([CH3:30])([CH3:29])[CH3:28])=[C:21]([F:32])[CH:20]=3)[O:18][C:13]=2[C:12]([F:34])=[CH:11][C:10]=1[F:35])=[N+]=[N-].C1(P(C2C=CC=CC=2)C2C=CC=CC=2)C=CC=CC=1.O.C(OCC)(=O)C>O1CCCC1>[NH2:1][CH2:4][CH2:5][CH2:6][CH2:7][NH:8][C:9]1[C:14]2[C:15](=[O:33])[CH:16]=[C:17]([C:19]3[CH:24]=[CH:23][C:22]([NH:25][C:26](=[O:31])[C:27]([CH3:30])([CH3:28])[CH3:29])=[C:21]([F:32])[CH:20]=3)[O:18][C:13]=2[C:12]([F:34])=[CH:11][C:10]=1[F:35]. Procedure: 332 mg (0.682 mmol) of the above 5-(4-azidobutylamino)-6, 8-difluoro-2-(3-fluoro-4-pivaloylaminophenyl)-4H-1-benzopyran-4-one was dissolved in 20 mL of tetrahydrofuran, 272 mg (1.02 mmol) of triphenylphosphine and 20 mL of water were added and the mixture was stirred at room temperature for 22 hours. Ethyl acetate was added to the reaction solution, and the organic layer was separated, washed with an aqueous saturated solution of sodium chloride and dried over anhydrous sodium sulfate. The solve... Yields the product C1(=CC=CC=C1)C(CC(CC(=O)OC(C)(C)C)O)O (t-butyl 5-phenyl-3,5-dihydroxypentanoate). Reaction SMILES: [C:1]1([CH:7]([OH:19])[CH2:8][C:9](=[O:18])[CH2:10][C:11]([O:13][C:14]([CH3:17])([CH3:16])[CH3:15])=[O:12])[CH:6]=[CH:5][CH:4]=[CH:3][CH:2]=1.C([BH3-])#N.[Na+]>CC(C)[O-].CC(C)[O-].CC(C)[O-].[Cl-].[Ti+4]>[C:1]1([CH:7]([OH:19])[CH2:8][CH:9]([OH:18])[CH2:10][C:11]([O:13][C:14]([CH3:15])([CH3:17])[CH3:16])=[O:12])[CH:2]=[CH:3][CH:4]=[CH:5][CH:6]=1 |f:1.2,3.4.5.6.7|. Procedure details: By carrying out the reaction as in Example 9 but starting from 1.06 g of t-butyl 5-phenyl-5-hydroxy-3-oxopentanoate and using 1.05 cm3 of titanium chloride triisopropoxide (4.17 mmol) and 281.4 mg of sodium cyanoborohydride (4.24 mmol), there is obtained, after reacting for 3 hours 30 minutes, with a yield of 68%, 720 mg of t-butyl 5-phenyl-3,5-dihydroxypentanoate for which the syn/anti ratio is equal to 95/5. The reactants are C1(=CC=CC=C1)C(CC(CC(=O)OC(C)(C)C)=O)O (t-butyl 5-phenyl-5-hydroxy-3-oxopentanoate), C(#N)[BH3-].[Na+] (sodium cyanoborohydride). The reagents and catalysts are CC([O-])C.CC([O-])C.CC([O-])C.[Cl-].[Ti+4] (titanium chloride triisopropoxide). Isolated yield 67.4%. The product is C#CCCOCc1cc(Cl)c(Cc2ccc(CC)cc2)cc1C1OC(CO)C(O)C(O)C1O. As a reaction SMILES: [CH2:1]([CH2:2][C:3]#[CH:4])[O:5][CH2:6][c:7]1[c:8]([C:23]2([O:34][CH3:35])[O:24][CH:25]([CH2:32][OH:33])[CH:26]([OH:31])[CH:27]([OH:30])[CH:28]2[OH:29])[cH:9][c:10]([CH2:14][c:15]2[cH:16][cH:17][c:18]([CH2:21][CH3:22])[cH:19][cH:20]2)[c:11]([Cl:13])[cH:12]1.[CH3:36][C:37]#[N:38].[Cl:39][CH2:40][Cl:41]>>[CH2:1]([CH2:2][C:3]#[CH:4])[O:5][CH2:6][c:7]1[c:8]([CH:23]2[O:24][CH:25]([CH2:32][OH:33])[CH:26]([OH:31])[CH:27]([OH:30])[CH:28]2[OH:29])[cH:9][c:10]([CH2:14][c:15]2[cH:16][cH:17][c:18]([CH2:21][CH3:22])[cH:19][cH:20]2)[c:11]([Cl:13])[cH:12]1. Starting materials: C#CCCOCc1cc(Cl)c(Cc2ccc(CC)cc2)cc1C1(OC)OC(CO)C(O)C(O)C1O, CC#N, ClCCl. The reactants are C(C)(=O)N1CCC(CC1)C#N (1-acetyl-4-cyanopiperidine), BrC=1C=C(C=CC1)C(F)(F)F (3-bromobenzotrifluoride), [Mg] (magnesium), CCOCC (ether), CCOCC (ether), [Cl-].[NH4+] (ammonium chloride). Run in O1CCCC1 (tetrahydrofuran). Run at time 1 hour. Yields the product FC(C=1C=C(C(=O)C2CCNCC2)C=CC1)(F)F (4-(3 -trifluoromethylbenzoyl)piperidine). RXN SMILES: Br[C:2]1[CH:3]=[C:4]([C:8]([F:11])([F:10])[F:9])[CH:5]=[CH:6][CH:7]=1.[Mg].C([N:16]1[CH2:21][CH2:20][CH:19]([C:22]#N)[CH2:18][CH2:17]1)(=O)C.[Cl-].[NH4+].CC[O:28]CC>O1CCCC1>[F:9][C:8]([F:11])([F:10])[C:4]1[CH:3]=[C:2]([CH:7]=[CH:6][CH:5]=1)[C:22]([CH:19]1[CH2:18][CH2:17][NH:16][CH2:21][CH2:20]1)=[O:28] |f:3.4|. Procedure details: 4-(3-trifluoromethylbenzoyl)piperidine is prepared in the following manner: A solution of 102.5 g of 3-bromobenzotrifluoride in 25 ml of ether is added dropwise to a stirring mixture of 11.5 g of magnesium turnings in 300 ml of anhydrous ether to maintain a moderate reflux. After total addition the resulting dark mixture is stirred for 1 hour at ambient temperature. A solvent of 60.0 g of 1-acetyl-4-cyanopiperidine in 100 ml of tetrahydrofuran is slowly added to this mixture and the mixture is s... Reactants: F[B-](F)(F)F, Brc1cnc2[nH]ncc2c1N1CCNCC1, CC(C)N(CC(C(=O)O)c1ccc(Cl)cc1)C(=O)OC(C)(C)C, CCN(C(C)C)C(C)C, ClCCl, Cl, Cl, CN(C)C(On1nnc2ccccc21)=[N+](C)C. Product: CC(C)N(CC(C(=O)N1CCN(c2c(Br)cnc3[nH]ncc23)CC1)c1ccc(Cl)cc1)C(=O)OC(C)(C)C. Reaction SMILES: [B-:28]([F:29])([F:30])([F:31])[F:32].[Br:12][c:13]1[c:14]([N:22]2[CH2:23][CH2:24][NH:25][CH2:26][CH2:27]2)[c:15]2[c:16]([n:17][cH:18]1)[nH:19][n:20][cH:21]2.[C:50]([CH3:51])([CH3:52])([CH3:53])[O:54][C:55](=[O:56])[N:57]([CH2:58][CH:59]([C:60](=[O:61])[OH:62])[c:63]1[cH:64][cH:65][c:66]([Cl:69])[cH:67][cH:68]1)[CH:70]([CH3:71])[CH3:72].[CH:1]([N:2]([CH2:3][CH3:4])[CH:5]([CH3:6])[CH3:7])([CH3:8])[CH3:9].[Cl:73][CH2:74][Cl:75].[ClH:10].[ClH:11].[n:33]1([O:34][C:35]([N:36]([CH3:37])[CH3:38])=[N+:39]([CH3:40])[CH3:41])[c:42]2[cH:43][cH:44][cH:45][cH:46][c:47]2[n:48][n:49]1>>[Br:12][c:13]1[c:14]([N:22]2[CH2:23][CH2:24][N:25]([C:60]([CH:59]([CH2:58][N:57]([C:55]([O:54][C:50]([CH3:51])([CH3:52])[CH3:53])=[O:56])[CH:70]([CH3:71])[CH3:72])[c:63]3[cH:64][cH:65][c:66]([Cl:69])[cH:67][cH:68]3)=[O:61])[CH2:26][CH2:27]2)[c:15]2[c:16]([n:17][cH:18]1)[nH:19][n:20][cH:21]2. The reactants are CC(C)(C)OC(=O)CC(CCCC1CCCCC1)c1nc(C(=O)N2CCCC2)no1, ClCCl, O=C(O)C(F)(F)F. Yields the product O=C(O)CC(CCCC1CCCCC1)c1nc(C(=O)N2CCCC2)no1. As a reaction SMILES: [CH:1]1([CH2:7][CH2:8][CH2:9][CH:10]([CH2:11][C:12](=[O:13])[O:14][C:15]([CH3:16])([CH3:17])[CH3:18])[c:19]2[n:20][c:21]([C:24](=[O:25])[N:26]3[CH2:27][CH2:28][CH2:29][CH2:30]3)[n:22][o:23]2)[CH2:2][CH2:3][CH2:4][CH2:5][CH2:6]1.[Cl:38][CH2:39][Cl:40].[OH:31][C:32]([C:33]([F:34])([F:35])[F:36])=[O:37]>>[CH:1]1([CH2:7][CH2:8][CH2:9][CH:10]([CH2:11][C:12](=[O:13])[OH:14])[c:19]2[n:20][c:21]([C:24](=[O:25])[N:26]3[CH2:27][CH2:28][CH2:29][CH2:30]3)[n:22][o:23]2)[CH2:2][CH2:3][CH2:4][CH2:5][CH2:6]1.